Dataset: the Open Reaction Database (ORD), a public repository of structured organic reaction records. Task: describe an organic reaction: reactants, conditions, products, and yield Starting materials: C1(=CC=CC=C1)O (phenol), COC1=CC=C(C=C1)O (4-methoxyphenol), [N+](=[N-])=C1COC2=CC=C(C=C2C1=O)OCC1=CC=CC=C1 (3-diazo-6-benzyloxy-4-chromanone). The product is C(C1=CC=CC=C1)OC=1C=C2C(C(COC2=CC1)OC1=CC=C(C=C1)OC)=O (6-Benzyloxy-3-(4-methoxyphenoxy)-4-chromanone). As a reaction SMILES: C1(O)C=CC=CC=1.[CH3:8][O:9][C:10]1[CH:15]=[CH:14][C:13]([OH:16])=[CH:12][CH:11]=1.[N+](=[C:19]1[C:28](=[O:29])[C:27]2[C:22](=[CH:23][CH:24]=[C:25]([O:30][CH2:31][C:32]3[CH:37]=[CH:36][CH:35]=[CH:34][CH:33]=3)[CH:26]=2)[O:21][CH2:20]1)=[N-]>>[CH2:31]([O:30][C:25]1[CH:26]=[C:27]2[C:22](=[CH:23][CH:24]=1)[O:21][CH2:20][CH:19]([O:16][C:13]1[CH:14]=[CH:15][C:10]([O:9][CH3:8])=[CH:11][CH:12]=1)[C:28]2=[O:29])[C:32]1[CH:37]=[CH:36][CH:35]=[CH:34][CH:33]=1. Reported procedure: Replacing the phenol with a molar equivalent of 4-methoxyphenol, the method of Example 9 was employed to convert 3-diazo-6-benzyloxy-4-chromanone (22 g) to present title product, 6.8 g, m.p. 98°-100° C. Reactants: CO, ClCCl, C=C1COCc2c(F)cccc21, c1ccncc1. The product is O=C1COCc2c(F)cccc21. Reaction SMILES: [CH3:13][OH:14].[Cl:15][CH2:16][Cl:17].[F:1][c:2]1[cH:3][cH:4][cH:5][c:6]2[c:11]1[CH2:10][O:9][CH2:8][C:7]2=[CH2:12].[cH:18]1[cH:19][cH:20][n:21][cH:22][cH:23]1>>[F:1][c:2]1[cH:3][cH:4][cH:5][c:6]2[c:11]1[CH2:10][O:9][CH2:8][C:7]2=[O:14]. Starting materials: CC(C)CC(C(=O)O)C(CC=Cc1ccccc1)C(=O)OC(C)(C)C, COC(C)(C)C, CC(C)CNN, CN1CCOCC1, Cl, O, Oc1cccc2[nH]nnc12, Cc1ccc(S(=O)(=O)O)cc1, Cc1ccc(S(=O)(=O)O)cc1. Product: CC(C)CNNC(=O)C(CC(C)C)C(CC=Cc1ccccc1)C(=O)OC(C)(C)C. Reaction SMILES: [C:1]([CH3:2])([CH3:3])([CH3:4])[O:5][C:6](=[O:7])[CH:8]([CH2:9][CH:10]=[CH:11][c:12]1[cH:13][cH:14][cH:15][cH:16][cH:17]1)[CH:18]([C:19](=[O:20])[OH:21])[CH2:22][CH:23]([CH3:24])[CH3:25].[C:73]([O:74][CH3:75])([CH3:76])([CH3:77])[CH3:78].[CH2:59]([CH:60]([CH3:61])[CH3:62])[NH:63][NH2:64].[CH3:65][N:66]1[CH2:67][CH2:68][O:69][CH2:70][CH2:71]1.[ClH:72].[OH2:26].[OH:27][c:28]1[c:29]2[n:30][n:31][nH:32][c:33]2[cH:34][cH:35][cH:36]1.[OH:37][S:38]([c:39]1[cH:40][cH:41][c:42]([CH3:43])[cH:44][cH:45]1)(=[O:46])=[O:47].[OH:48][S:49]([c:50]1[cH:51][cH:52][c:53]([CH3:54])[cH:55][cH:56]1)(=[O:57])=[O:58]>>[C:1]([CH3:2])([CH3:3])([CH3:4])[O:5][C:6](=[O:7])[CH:8]([CH2:9][CH:10]=[CH:11][c:12]1[cH:13][cH:14][cH:15][cH:16][cH:17]1)[CH:18]([C:19](=[O:20])[NH:64][NH:63][CH2:59][CH:60]([CH3:61])[CH3:62])[CH2:22][CH:23]([CH3:24])[CH3:25]. The reactants are ClCC(=O)N1[C@@H](CN([C@H](C1)C)CC1=CC=C(C=C1)F)C (2-chloro-1-[4-(4-fluoro-benzyl)-(2R,5S)-2,5-dimethyl-piperazin-1-yl]-ethanone), [N+](=O)([O-])C1=C(C=CC(=C1)Cl)O (2-nitro-4-chlorophenol), C([O-])([O-])=O.[K+].[K+] (potassium carbonate), [I-].[K+] (potassium iodide). Run in O (water), CC(CC)=O (butanone). Yields the product ClC1=CC(=C(OCC(=O)N2[C@@H](CN([C@H](C2)C)CC2=CC=C(C=C2)F)C)C=C1)[N+](=O)[O-] (2-(4-Chloro-2-nitro-phenoxy)-1-[4-(4-fluoro-benzyl)-(2R,5S)-2,5-dimethyl-piperazin-1-yl]-ethanone). Isolated yield 92.5%. As a reaction SMILES: Cl[CH2:2][C:3]([N:5]1[CH2:10][C@H:9]([CH3:11])[N:8]([CH2:12][C:13]2[CH:18]=[CH:17][C:16]([F:19])=[CH:15][CH:14]=2)[CH2:7][C@H:6]1[CH3:20])=[O:4].[N+:21]([C:24]1[CH:29]=[C:28]([Cl:30])[CH:27]=[CH:26][C:25]=1[OH:31])([O-:23])=[O:22].C(=O)([O-])[O-].[K+].[K+].[I-].[K+]>CC(=O)CC.O>[Cl:30][C:28]1[CH:27]=[CH:26][C:25]([O:31][CH2:2][C:3]([N:5]2[CH2:10][C@H:9]([CH3:11])[N:8]([CH2:12][C:13]3[CH:18]=[CH:17][C:16]([F:19])=[CH:15][CH:14]=3)[CH2:7][C@H:6]2[CH3:20])=[O:4])=[C:24]([N+:21]([O-:23])=[O:22])[CH:29]=1 |f:2.3.4,5.6|. Procedure details: To a solution of 2-chloro-1-[4-(4-fluoro-benzyl)-(2R,5S)-2,5-dimethyl-piperazin-1-yl]-ethanone (1.0 g, 3.35 mmol) in butanone (35 mL) was added 2-nitro-4-chlorophenol (0.64 g, 3.69 mmol), potassium carbonate (0.93 g, 6.7mmol) and potassium iodide (0.56 g, 3.35 mmol). The reaction mixture was heated at reflux overnight. The reaction mixture was then cooled, diluted with water and extracted with ethyl acetate. The organic layer was dried over magnesium sulfate, filtered and concentrated to give an... The reactants are O=[N+]([O-])c1cc(Br)ccc1Br, CCOC(=O)c1c(N)sc2ccccc12. Product: CCOC(=O)c1c(Nc2ccc(Br)cc2[N+](=O)[O-])sc2ccccc12. Reaction SMILES: [Br:16][c:17]1[c:18]([N+:24](=[O:25])[O-:26])[cH:19][c:20]([Br:23])[cH:21][cH:22]1.[NH2:1][c:2]1[c:3]([C:11](=[O:12])[O:13][CH2:14][CH3:15])[c:4]2[c:5]([s:6]1)[cH:7][cH:8][cH:9][cH:10]2>>[NH:1]([c:2]1[c:3]([C:11](=[O:12])[O:13][CH2:14][CH3:15])[c:4]2[c:5]([s:6]1)[cH:7][cH:8][cH:9][cH:10]2)[c:17]1[c:18]([N+:24](=[O:25])[O-:26])[cH:19][c:20]([Br:23])[cH:21][cH:22]1. Starting materials: C[O-], CCCN(CC1CC1)c1c(S(C)(=O)=O)nc2c(-c3ccc(OC)cc3Cl)nccn12, [Na+], O. Yields the product CCCN(CC1CC1)c1c(OC)nc2c(-c3ccc(OC)cc3Cl)nccn12. Reaction SMILES: [CH3:1][O-:2].[Cl:4][c:5]1[c:6](-[c:13]2[c:14]3[n:15]([cH:16][cH:17][n:18]2)[c:19]([N:26]([CH2:27][CH2:28][CH3:29])[CH2:30][CH:31]2[CH2:32][CH2:33]2)[c:20]([S:22]([CH3:23])(=[O:24])=[O:25])[n:21]3)[cH:7][cH:8][c:9]([O:11][CH3:12])[cH:10]1.[Na+:3].[OH2:34]>>[CH3:1][O:2][c:20]1[c:19]([N:26]([CH2:27][CH2:28][CH3:29])[CH2:30][CH:31]2[CH2:32][CH2:33]2)[n:15]2[c:14]([c:13](-[c:6]3[c:5]([Cl:4])[cH:10][c:9]([O:11][CH3:12])[cH:8][cH:7]3)[n:18][cH:17][cH:16]2)[n:21]1. The reactants are C1=CC(=CC=C1O)C (p-cresol), BrCCCCl (1-bromo-3-chloropropane), C([O-])([O-])=O.[K+].[K+] (potassium carbonate). The solvent is CC(=O)C (acetone). Yields the product ClCCCOC1=CC=C(C=C1)C (1-Chloro-3-(4-methylphenoxy)propane). Yield: 102.0%. Reaction SMILES: [CH:1]1[C:6]([OH:7])=[CH:5][CH:4]=[C:3]([CH3:8])[CH:2]=1.Br[CH2:10][CH2:11][CH2:12][Cl:13].C(=O)([O-])[O-].[K+].[K+]>CC(C)=O>[Cl:13][CH2:12][CH2:11][CH2:10][O:7][C:6]1[CH:5]=[CH:4][C:3]([CH3:8])=[CH:2][CH:1]=1 |f:2.3.4|. Procedure details: A mixture of 27 g (0.25 mole) of p-cresol, 78.7 g (0.5 mole) of 1-bromo-3-chloropropane and 103.7 g (0.75 mole) of anhydrous potassium carbonate in 1 liter of acetone was heated at reflux for 24 hr. The reaction mixture was cooled, filtered and concentrated in vacuo at 90° C. to give 47.1 g of an oil residue. The oil was subjected to vacuum distillation to give 39.3 g (85%) of clear oil, bp 85°-90° C. at 0.1 mm Hg.